This data is from the Open Reaction Database (ORD), a public repository of structured organic reaction records. The task is: describe an organic reaction: reactants, conditions, products, and yield Reactants: O=C([O-])[O-], COc1ccc2c(c1)CCCC2=O, Cl, [K+], [K+], [N-]=[N+]=[N-], [Na+]. The product is COc1ccc2c(c1)CCCNC2=O. Reaction SMILES: [C:18](=[O:19])([O-:20])[O-:21].[CH3:5][O:6][c:7]1[cH:8][c:9]2[c:14]([cH:15][cH:16]1)[C:13](=[O:17])[CH2:12][CH2:11][CH2:10]2.[ClH:24].[K+:22].[K+:23].[N-:2]=[N+:3]=[N-:4].[Na+:1]>>[NH:2]1[CH2:12][CH2:11][CH2:10][c:9]2[cH:8][c:7]([O:6][CH3:5])[cH:16][cH:15][c:14]2[C:13]1=[O:17]. Starting materials: FC1=CC=C(C=C1)CC(CC(=O)C=1N=CN(C1)C(C1=CC=CC=C1)(C1=CC=CC=C1)C1=CC=CC=C1)=O (4-(4-fluorophenyl)-1-(1-trityl-1H-imidazol-4-yl)butane-1,3-dione), NN.O (NH2NH2.H2O). The solvent is CCO.CC(=O)O (EtOH AcOH). Conditions: time 8 hour. Yields the product FC1=CC=C(CC2=CC(=NN2)C=2N=CN(C2)C(C2=CC=CC=C2)(C2=CC=CC=C2)C2=CC=CC=C2)C=C1 (5-(4-fluorobenzyl)-3-(1-trityl-1H-imidazol-4-yl)-1H-pyrazole). Isolated yield 73.5%. As a reaction SMILES: [F:1][C:2]1[CH:7]=[CH:6][C:5]([CH2:8][C:9](=O)[CH2:10][C:11]([C:13]2[N:14]=[CH:15][N:16]([C:18]([C:31]3[CH:36]=[CH:35][CH:34]=[CH:33][CH:32]=3)([C:25]3[CH:30]=[CH:29][CH:28]=[CH:27][CH:26]=3)[C:19]3[CH:24]=[CH:23][CH:22]=[CH:21][CH:20]=3)[CH:17]=2)=O)=[CH:4][CH:3]=1.[NH2:38][NH2:39].O>CCO.CC(O)=O>[F:1][C:2]1[CH:7]=[CH:6][C:5]([CH2:8][C:9]2[NH:39][N:38]=[C:11]([C:13]3[N:14]=[CH:15][N:16]([C:18]([C:31]4[CH:36]=[CH:35][CH:34]=[CH:33][CH:32]=4)([C:25]4[CH:30]=[CH:29][CH:28]=[CH:27][CH:26]=4)[C:19]4[CH:24]=[CH:23][CH:22]=[CH:21][CH:20]=4)[CH:17]=3)[CH:10]=2)=[CH:4][CH:3]=1 |f:1.2,3.4|. Reported procedure: To a mixture of 4-(4-fluorophenyl)-1-(1-trityl-1H-imidazol-4-yl)butane-1,3-dione (80 g, 0.165 mol) and anhydrous EtOH/AcOH (400 mL/100 mL) was added NH2NH2.H2O (80 mL, 0.96 mol) dropwise at 0° C. After the addition, the mixture was stirred at RT overnight. The solvent mixture was evaporated, the residue washed with anhydrous Et2O (4×250 mL) and the resulting precipitate was dried in oven to yield the title compound (58.8 g, 73.0%) as a yellow solid. Reported procedure: In 30 ml of acetonitrile (S)-3-(2-methanesulfonyloxyethyl)-3-(3,4-dimethoxyphenyl)-1-(3,4,5-trimethoxybenzoyl)pyrrolidine (3.17 g), prepared essentially as described, supra, is mixed with an equimolar amount of 4-(piperidin-1-yl)piperidine. The reaction mixture is then heated to reflux and refluxed for about ten hours. The mixture is then concentrated under vacuum and the residue is taken up in methylene chloride and washed with a 3N solution of hydrochloric acid, followed by a wash with brine. ... Yields the product COC=1C=C(C=CC1OC)[C@]1(CN(CC1)C(C1=CC(=C(C(=C1)OC)OC)OC)=O)CCN1CCC(CC1)N1CCCCC1 ((S)-3-(3,4-dimethoxyphenyl)-1-(3,4,5-trimethoxybenzoyl)-3-[2-[4-(piperidin-1-yl)piperidin-1-yl]ethyl]pyrrolidine). Reaction SMILES: [N:1]1([CH:7]2[CH2:12][CH2:11][NH:10][CH2:9][CH2:8]2)[CH2:6][CH2:5][CH2:4][CH2:3][CH2:2]1.CS(O[CH2:18][CH2:19][C@:20]1([C:39]2[CH:44]=[CH:43][C:42]([O:45][CH3:46])=[C:41]([O:47][CH3:48])[CH:40]=2)[CH2:24][CH2:23][N:22]([C:25](=[O:38])[C:26]2[CH:31]=[C:30]([O:32][CH3:33])[C:29]([O:34][CH3:35])=[C:28]([O:36][CH3:37])[CH:27]=2)[CH2:21]1)(=O)=O.C(#N)C>>[CH3:48][O:47][C:41]1[CH:40]=[C:39]([C@:20]2([CH2:19][CH2:18][N:10]3[CH2:11][CH2:12][CH:7]([N:1]4[CH2:6][CH2:5][CH2:4][CH2:3][CH2:2]4)[CH2:8][CH2:9]3)[CH2:24][CH2:23][N:22]([C:25](=[O:38])[C:26]3[CH:27]=[C:28]([O:36][CH3:37])[C:29]([O:34][CH3:35])=[C:30]([O:32][CH3:33])[CH:31]=3)[CH2:21]2)[CH:44]=[CH:43][C:42]=1[O:45][CH3:46] |f:1.2|. The reactants are N1(CCCCC1)C1CCNCC1 (4-(piperidin-1-yl)piperidine), CS(=O)(=O)OCC[C@]1(CN(CC1)C(C1=CC(=C(C(=C1)OC)OC)OC)=O)C1=CC(=C(C=C1)OC)OC.C(C)#N (acetonitrile (S)-3-(2-methanesulfonyloxyethyl)-3-(3,4-dimethoxyphenyl)-1-(3,4,5-trimethoxybenzoyl)pyrrolidine). Starting materials: C#CC1=CC=C(C=C1)O (poly(p-hydroxystyrene)), C(=O)(OC(C)(C)C)OC(=O)OC(C)(C)C (di-tert-butyl dicarbonate), N1=CC=CC=C1 (pyridine). The solvent is C(C)(=O)OCC (ethyl acetate). RXN SMILES: [CH:1]#[C:2][C:3]1[CH:8]=[CH:7][C:6]([OH:9])=[CH:5][CH:4]=1.[C:10]([O:17][C:18]([O:20][C:21]([CH3:24])([CH3:23])[CH3:22])=[O:19])(OC(C)(C)C)=O.N1C=CC=CC=1>C(OCC)(=O)C>[OH:9][C:6]1[CH:7]=[CH:8][C:3]([CH:2]=[CH2:1])=[CH:4][CH:5]=1.[C:21]([O:20][C:18]([O:17][C:10]1[CH:5]=[CH:4][C:3]([CH:8]=[CH2:7])=[CH:2][CH:1]=1)=[O:19])([CH3:22])([CH3:23])[CH3:24] |f:4.5|. Yields the product OC1=CC=C(C=C)C=C1.C(C)(C)(C)OC(=O)OC1=CC=C(C=C)C=C1 (p-hydroxystyrene p-tert-butoxycarbonyloxystyrene). Procedure details: In 250 mL of ethyl acetate, 50.0 g of poly(p-hydroxystyrene) (from Nippon Soda Co., Ltd.; weight average molecular weight (Mw) is about 15,000 and distribution (Mw/Mn) thereof about 1.05) was dissolved, then14.8 g of di-tert-butyl dicarbonate and 11.0 g of pyridine were added and reacted at room temperature for 4 hours. Said reaction solution was then concentrated under reduced pressure, followed by dissolving in 250 mL of acetone, then poured into 3 L of water for precipitation. The thus deposi... Starting materials: [Br-], C1CCOC1, C[P+](c1ccccc1)(c1ccccc1)c1ccccc1, [Li]CCCC, COc1cccc(C=O)c1. Yields the product C=Cc1cccc(OC)c1. As a reaction SMILES: [Br-:16].[CH2:37]1[O:38][CH2:39][CH2:40][CH2:41]1.[CH3:17][P+:18]([c:19]1[cH:20][cH:21][cH:22][cH:23][cH:24]1)([c:25]1[cH:26][cH:27][cH:28][cH:29][cH:30]1)[c:31]1[cH:32][cH:33][cH:34][cH:35][cH:36]1.[CH3:1][CH2:2][CH2:3][CH2:4][Li:5].[CH3:6][O:7][c:8]1[cH:9][c:10]([CH:11]=[O:12])[cH:13][cH:14][cH:15]1>>[CH2:1]=[CH:11][c:10]1[cH:9][c:8]([O:7][CH3:6])[cH:15][cH:14][cH:13]1. Starting materials: Cc1cc(B2OC(C)(C)C(C)(C)O2)cnc1N, CC(C)(O)C1CCN(Cc2ccc3nc(Cl)nc(N4CCOCC4)c3n2)CC1. Yields the product Cc1cc(-c2nc(N3CCOCC3)c3nc(CN4CCC(C(C)(C)O)CC4)ccc3n2)cnc1N. RXN SMILES: [CH3:29][c:30]1[c:31]([NH2:45])[n:32][cH:33][c:34]([B:36]2[O:37][C:38]([CH3:39])([CH3:40])[C:41]([CH3:42])([CH3:43])[O:44]2)[cH:35]1.[Cl:1][c:2]1[n:3][c:4]([N:23]2[CH2:24][CH2:25][O:26][CH2:27][CH2:28]2)[c:5]2[c:6]([n:7]1)[cH:8][cH:9][c:10]([CH2:12][N:13]1[CH2:14][CH2:15][CH:16]([C:19]([CH3:20])([CH3:21])[OH:22])[CH2:17][CH2:18]1)[n:11]2>>[c:2]1(-[c:34]2[cH:33][n:32][c:31]([NH2:45])[c:30]([CH3:29])[cH:35]2)[n:3][c:4]([N:23]2[CH2:24][CH2:25][O:26][CH2:27][CH2:28]2)[c:5]2[c:6]([n:7]1)[cH:8][cH:9][c:10]([CH2:12][N:13]1[CH2:14][CH2:15][CH:16]([C:19]([CH3:20])([CH3:21])[OH:22])[CH2:17][CH2:18]1)[n:11]2. Reactants: C(C(=O)Cl)(=O)Cl (Oxalyl chloride), C1(=CC=CC=C1)C=1C=C(C(=O)O)C=CC1 (3-phenylbenzoic acid), C1(CCCCC1)CN (Cyclohexylmethylamine), acid chloride. Solvent: C1CCOC1.CN(C)C=O (THF DMF). Run at time 2.5 hour. Yields the product C1(CCCCC1)CNC(C1=CC(=CC=C1)C1=CC=CC=C1)=O (N-cyclohexylmethyl 3-phenylbenzamide). RXN SMILES: C(Cl)(=O)C(Cl)=O.[C:7]1([C:13]2[CH:14]=[C:15]([CH:19]=[CH:20][CH:21]=2)[C:16]([OH:18])=O)[CH:12]=[CH:11][CH:10]=[CH:9][CH:8]=1.[CH:22]1([CH2:28][NH2:29])[CH2:27][CH2:26][CH2:25][CH2:24][CH2:23]1>C1COCC1.CN(C=O)C>[CH:22]1([CH2:28][NH:29][C:16](=[O:18])[C:15]2[CH:19]=[CH:20][CH:21]=[C:13]([C:7]3[CH:8]=[CH:9][CH:10]=[CH:11][CH:12]=3)[CH:14]=2)[CH2:27][CH2:26][CH2:25][CH2:24][CH2:23]1 |f:3.4|. Procedure: Oxalyl chloride (132 μL, 1.5 mmol) was added over a 10 minute period to a mixture of 3-phenylbenzoic acid (200 mg, 1 mmol) dissolved in a mixture THF/DMF (3.5 mL/58 μL). After the addition, the reaction was stirred at room temperature for 2.5 hours. Cyclohexylmethylamine (325 μL, 2.5 mmol) was then added into half of the acid chloride solution at 0° C. The reaction mixture was then stirred at room temperature for 18 hours. The reaction mixture was concentrated and water was added to the residue....